Dataset: the Open Reaction Database (ORD), a public repository of structured organic reaction records. Task: describe an organic reaction: reactants, conditions, products, and yield Reactants: C(C1=CC=CC=C1)(=O)O[C@H]1[C@H](C=C[C@@H]1CO)OC(C1=CC=CC=C1)=O ((+)-(1R,2S,5R)-5-(Hydroxymethyl)cyclopent-3-ene-1,2-diyl dibenzoate), C[O-].[Na+] (sodium methoxide). Solvent: CO (methanol). Reaction conditions: time 2 hour. Yields the product OC[C@H]1C=C[C@@H]([C@@H]1O)O ((+)-(1R,2S,5R)-5-(Hydroxymethyl)cyclopent-3-ene-1,2-diol). The yield is 82.7%. As a reaction SMILES: C([O:9][C@@H:10]1[C@@H:14]([CH2:15][OH:16])[CH:13]=[CH:12][C@@H:11]1[O:17]C(=O)C1C=CC=CC=1)(=O)C1C=CC=CC=1.C[O-].[Na+]>CO>[OH:16][CH2:15][C@@H:14]1[C@@H:10]([OH:9])[C@@H:11]([OH:17])[CH:12]=[CH:13]1 |f:1.2|. Procedure: To a stirred solution of (1R,2S,5R)-5-(hydroxymethyl)cyclopent-3-ene-1,2-diyl dibenzoate (9) (19.2 g, 56.7 mmol) in methanol at room temperature under nitrogen atmosphere sodium methoxide (25 wt % in methanol) (38.9 mL, 170 mmol) was added drop wise over a period of 20 minutes. The mixture was stirred at room temperature for 2 h and quenched by drop wise addition of 1N HCl solution to neutral pH. The solvent was removed under reduced pressure and the residue was purified by silica gel column chr...